From a dataset of the Open Reaction Database (ORD), a public repository of structured organic reaction records. describe an organic reaction: reactants, conditions, products, and yield The reactants are C(CC)OC1=C(N=CC(=N1)C(=O)O)N1CCCC1 (6-propoxy-5-pyrrolidin-1-yl-pyrazine-2-carboxylic acid), CN(C)C(=[N+](C)C)ON1C2=C(C=CC=C2)N=N1.[B-](F)(F)(F)F (TBTU), CCN(C(C)C)C(C)C (DIPEA), N[C@H](CO)CC(C)C ((S)-2-amino-4-methyl-pentan-1-ol). The solvent is CN(C)C=O (DMF), C(=O)O (formic acid). Run at time 16 hour. The product is OC[C@H](CC(C)C)NC(=O)C1=NC(=C(N=C1)N1CCCC1)OCCC (6-Propoxy-5-pyrrolidin-1-yl-pyrazine-2-carboxylic acid ((S)-1-hydroxymethyl-3-methyl-butyl)-amide). Isolated yield 23.8%. As a reaction SMILES: [CH2:1]([O:4][C:5]1[N:10]=[C:9]([C:11]([OH:13])=O)[CH:8]=[N:7][C:6]=1[N:14]1[CH2:18][CH2:17][CH2:16][CH2:15]1)[CH2:2][CH3:3].CN(C(ON1N=NC2C=CC=CC1=2)=[N+](C)C)C.[B-](F)(F)(F)F.CCN(C(C)C)C(C)C.[NH2:50][C@@H:51]([CH2:54][CH:55]([CH3:57])[CH3:56])[CH2:52][OH:53]>CN(C=O)C.C(O)=O>[OH:53][CH2:52][C@@H:51]([NH:50][C:11]([C:9]1[CH:8]=[N:7][C:6]([N:14]2[CH2:18][CH2:17][CH2:16][CH2:15]2)=[C:5]([O:4][CH2:1][CH2:2][CH3:3])[N:10]=1)=[O:13])[CH2:54][CH:55]([CH3:57])[CH3:56] |f:1.2|. Reported procedure: A mixture of 6 mg (0.024 mmol) 6-propoxy-5-pyrrolidin-1-yl-pyrazine-2-carboxylic acid, 9.3 mg (0.029 mmol) TBTU, 9.3 mg (0.072 mmol) DIPEA and 4.2 mg (0.036 mmol) (S)-2-amino-4-methyl-pentan-1-ol (commercially available) in 1 mL DMF was shaken at room temperature for 16 h. After addition of formic acid the mixture was subjected to purification by preparative HPLC on reversed phase eluting with a gradient formed from acetonitrile, water and formic acid. The combined product fractions were evapora...